This data is from the Open Reaction Database (ORD), a public repository of structured organic reaction records. The task is: describe an organic reaction: reactants, conditions, products, and yield Starting materials: C(C1=CC=CC=C1)Cl (benzyl chloride), [Na+].C(C(C)C)C1=CC=C(C=C1)C(C(=O)[O-])C (2-(p-isobutylphenyl)propionic acid sodium salt), O (water). Solvent: CN(C=O)C (dimethylformamide). Conditions: temperature 90 celsius. Product: C(C1=CC=CC=C1)OC(C(C)C1=CC=C(C=C1)CC(C)C)=O (2-(p-isobutylphenyl)propionic acid benzyl ester). Isolated yield 86.8%. As a reaction SMILES: [Na+].[CH2:2]([C:6]1[CH:11]=[CH:10][C:9]([CH:12]([CH3:16])[C:13]([O-:15])=[O:14])=[CH:8][CH:7]=1)[CH:3]([CH3:5])[CH3:4].[CH2:17](Cl)[C:18]1[CH:23]=[CH:22][CH:21]=[CH:20][CH:19]=1.O>CN(C)C=O>[CH2:17]([O:14][C:13](=[O:15])[CH:12]([C:9]1[CH:8]=[CH:7][C:6]([CH2:2][CH:3]([CH3:5])[CH3:4])=[CH:11][CH:10]=1)[CH3:16])[C:18]1[CH:23]=[CH:22][CH:21]=[CH:20][CH:19]=1 |f:0.1|. Procedure: To a mixture of 2.28 g of 2-(p-isobutylphenyl)propionic acid sodium salt in 20 ml of dimethylformamide was added 2.52 g of benzyl chloride and the whole was heated at 90° C. for 3 hours. After the reaction was complete, the solvent was removed by distillation under reduced pressure to leave a residue, to which was added water. The resulting mixture was extracted with ether and the extract was dehydrated. The ether was removed by distillation to give an oily product. Distillation of this product ... The reactants are NC=1N=C(SC1)C1CCN(CC1)C(CN1N=C(C=C1C)C(F)(F)F)=O (1-[4-(4-amino-thiazol-2-yl)-piperidin-1-yl]-2-(5-methyl-3-trifluoromethyl-pyrazol-1-yl)-ethanone), C(C)(C)N(CC)C(C)C (diisopropylethylamine), C1(CCCC2=CC=CC=C12)C(=O)Cl (1,2,3,4-tetrahydro-naphthalene-1-carbonyl chloride). The solvent is ClCCl (dichloromethane), ClCCl (dichloromethane). Reaction conditions: time 8 hour. The product is CC1=CC(=NN1CC(=O)N1CCC(CC1)C=1SC=C(N1)NC(=O)C1CCCC2=CC=CC=C12)C(F)(F)F (1,2,3,4-tetrahydro-naphthalene-1-carboxylic acid (2-{1-[2-(5-methyl-3-trifluoromethyl-pyrazol-1-yl)-acetyl]-piperidin-4-yl}-thiazol-4-yl)amide). Isolated yield 48.2%. Reaction SMILES: [NH2:1][C:2]1[N:3]=[C:4]([CH:7]2[CH2:12][CH2:11][N:10]([C:13](=[O:25])[CH2:14][N:15]3[C:19]([CH3:20])=[CH:18][C:17]([C:21]([F:24])([F:23])[F:22])=[N:16]3)[CH2:9][CH2:8]2)[S:5][CH:6]=1.C(N(C(C)C)CC)(C)C.[CH:35]1([C:45](Cl)=[O:46])[C:44]2[C:39](=[CH:40][CH:41]=[CH:42][CH:43]=2)[CH2:38][CH2:37][CH2:36]1>ClCCl>[CH3:20][C:19]1[N:15]([CH2:14][C:13]([N:10]2[CH2:11][CH2:12][CH:7]([C:4]3[S:5][CH:6]=[C:2]([NH:1][C:45]([CH:35]4[C:44]5[C:39](=[CH:40][CH:41]=[CH:42][CH:43]=5)[CH2:38][CH2:37][CH2:36]4)=[O:46])[N:3]=3)[CH2:8][CH2:9]2)=[O:25])[N:16]=[C:17]([C:21]([F:24])([F:23])[F:22])[CH:18]=1. Procedure details: To a solution of 1-[4-(4-amino-thiazol-2-yl)-piperidin-1-yl]-2-(5-methyl-3-trifluoromethyl-pyrazol-1-yl)-ethanone (120 mg, 0.32 mmol) and diisopropylethylamine (0.2 mL, 0.96 mmol) in dichloromethane (5 mL) is added dropwise a solution of 1,2,3,4-tetrahydro-naphthalene-1-carbonyl chloride (74 mg, 0.38 mmol) in dichloromethane (3 mL) at 0° C. After stirring overnight at RT, the solvent is evaporated and the residue is purified by flash chromatography on silica gel (ethylacetate/cyclohexane 1:1) to... Reactants: CN(C)C=O, CN1CCCC1=O, O=C(Cl)C(=O)Cl, Nc1cccc(Oc2ccc3nc(NC(=O)C4CC4)cn3n2)c1, C1CCOC1, O=C(O)c1cc2ccccc2[nH]1. Yields the product O=C(Nc1cccc(Oc2ccc3nc(NC(=O)C4CC4)cn3n2)c1)c1cc2ccccc2[nH]1. As a reaction SMILES: [CH3:42][N:43]([CH3:44])[CH:45]=[O:46].[CH3:47][N:48]1[CH2:49][CH2:50][CH2:51][C:52]1=[O:53].[Cl:36][C:37]([C:38]([Cl:39])=[O:40])=[O:41].[NH2:1][c:2]1[cH:3][c:4]([O:5][c:6]2[cH:7][cH:8][c:9]3[n:10]([n:11]2)[cH:12][c:13]([NH:15][C:16](=[O:17])[CH:18]2[CH2:19][CH2:20]2)[n:14]3)[cH:21][cH:22][cH:23]1.[O:54]1[CH2:55][CH2:56][CH2:57][CH2:58]1.[nH:24]1[c:25]([C:33](=[O:34])[OH:35])[cH:26][c:27]2[cH:28][cH:29][cH:30][cH:31][c:32]12>>[NH:1]([c:2]1[cH:3][c:4]([O:5][c:6]2[cH:7][cH:8][c:9]3[n:10]([n:11]2)[cH:12][c:13]([NH:15][C:16](=[O:17])[CH:18]2[CH2:19][CH2:20]2)[n:14]3)[cH:21][cH:22][cH:23]1)[C:33]([c:25]1[nH:24][c:32]2[c:27]([cH:26]1)[cH:28][cH:29][cH:30][cH:31]2)=[O:34]. The reactants are C1(CC1)NC(=O)C1=CC=CC=2SC(=CC21)C2=NC(=NC=C2C)NCCCC2CNCCC2 (racemic 2-[5-methyl-2-(3-piperidin-3-yl-propylamino)-pyrimidin-4-yl]-benzo[b]thiophene-4-carboxylic acid cyclopropylamide), Cl.Cl.ClC=1C(=NC(=NC1)NCCC1CCN(CC1)C)C1=CC2=C(S1)C=CC=C2C(=O)N (2-{5-chloro-2-[2-(1-methylpiperidin-4-yl)-ethylamino]-pyrimidin-4-yl}-benzo[b]thiophene-4-carboxylic acid amide di-hydrochloride). Yields the product Cl.Cl.C1(CC1)NC(=O)C1=CC=CC=2SC(=CC21)C2=NC(=NC=C2C)NCCCC2CN(CCC2)C (Racemic 2-{5-Methyl-2-[3-(1-methylpiperidin-3-yl)-propylamino]-pyrimidin-4-yl}-benzo[b]thiophene-4-carboxylic acid cyclopropylamide di-hydrochloride). Reaction SMILES: [ClH:1].Cl.[Cl:3][C:4]1C(C2SC3C=CC=C(C(N)=O)C=3C=2)=NC(NCCC2CCN(C)CC2)=NC=1.[CH:32]1([NH:35][C:36]([C:38]2[C:46]3[CH:45]=[C:44]([C:47]4[C:52]([CH3:53])=[CH:51][N:50]=[C:49]([NH:54][CH2:55][CH2:56][CH2:57][CH:58]5[CH2:63][CH2:62][CH2:61][NH:60][CH2:59]5)[N:48]=4)[S:43][C:42]=3[CH:41]=[CH:40][CH:39]=2)=[O:37])[CH2:34][CH2:33]1>>[ClH:3].[ClH:1].[CH:32]1([NH:35][C:36]([C:38]2[C:46]3[CH:45]=[C:44]([C:47]4[C:52]([CH3:53])=[CH:51][N:50]=[C:49]([NH:54][CH2:55][CH2:56][CH2:57][CH:58]5[CH2:63][CH2:62][CH2:61][N:60]([CH3:4])[CH2:59]5)[N:48]=4)[S:43][C:42]=3[CH:41]=[CH:40][CH:39]=2)=[O:37])[CH2:34][CH2:33]1 |f:0.1.2,4.5.6|. Procedure: Using the method of 2-{5-chloro-2-[2-(1-methylpiperidin-4-yl)-ethylamino]-pyrimidin-4-yl}-benzo[b]thiophene-4-carboxylic acid amide di-hydrochloride, the title compound is synthesized from racemic 2-[5-methyl-2-(3-piperidin-3-yl-propylamino)-pyrimidin-4-yl]-benzo[b]thiophene-4-carboxylic acid cyclopropylamide and isolated as a yellow solid. ES+(m/z) 464 [M(free base)+H]. Starting materials: ClCC1=CC(OC2=CC(=CC=C12)NS(=O)(=O)C1=C(C=CC=C1)[N+](=O)[O-])=O (N-[4-(chloromethyl)-2-oxo-2H-chromen-7-yl]-2-nitrobenzenesulfonamide), [OH-].[Na+] (sodium hydroxide), Cl (hydrochloric acid). Reaction conditions: time 24 hour. Yields the product [N+](=O)([O-])C1=C(C=CC=C1)S(=O)(=O)NC1=CC2=C(C(=CO2)CC(=O)O)C=C1 ((6-{[(2-nitrophenyl)sulfonyl]amino}-1-benzofuran-3-yl)acetic acid). RXN SMILES: Cl[CH2:2][C:3]1[C:12]2[C:7](=[CH:8][C:9]([NH:13][S:14]([C:17]3[CH:22]=[CH:21][CH:20]=[CH:19][C:18]=3[N+:23]([O-:25])=[O:24])(=[O:16])=[O:15])=[CH:10][CH:11]=2)[O:6][C:5](=[O:26])[CH:4]=1.Cl.[OH-:28].[Na+]>>[N+:23]([C:18]1[CH:19]=[CH:20][CH:21]=[CH:22][C:17]=1[S:14]([NH:13][C:9]1[CH:10]=[CH:11][C:12]2[C:3]([CH2:4][C:5]([OH:26])=[O:28])=[CH:2][O:6][C:7]=2[CH:8]=1)(=[O:15])=[O:16])([O-:25])=[O:24] |f:2.3|. Procedure: A mixture of N-[4-(chloromethyl)-2-oxo-2H-chromen-7-yl]-2-nitrobenzenesulfonamide (14.3 g, 36.2 mmol) and 1 M aqueous sodium hydroxide solution (120 mL) was stirred at room temperature for 24 hr. The reaction mixture was acidified with 1 M hydrochloric acid, and the mixture was extracted with a mixed solvent of ethyl acetate and tetrahydrofuran. The extract was washed with saturated brine, dried over anhydrous magnesium sulfate, and concentrated under reduced pressure to give the title compound ... The reactants are BrC=1C=CC2=C(C=3N(CCO2)C(=C(N3)C(=O)N)C3CC3)C1 (10-bromo-3-cyclopropyl-5,6-dihydrobenzo[f]imidazo[1,2-d][1,4]oxazepine-2-carboxamide), CC1=CC(=NO1)[C@@](C)(C#C)O ((R)-2-(5-methylisoxazol-3-yl)but-3-yn-2-ol). Yields the product C1(CC1)C1=C(N=C2N1CCOC1=C2C=C(C=C1)C#C[C@](C)(C1=NOC(=C1)C)O)C(=O)N ((R)-3-cyclopropyl-10-(3-hydroxy-3-(5-methylisoxazol-3-yl)but-1-yn-1-yl)-5,6-dihydrobenzo[f]imidazo[1,2-d][1,4]oxazepine-2-carboxamide). As a reaction SMILES: Br[C:2]1[CH:3]=[CH:4][C:5]2[O:11][CH2:10][CH2:9][N:8]3[C:12]([CH:18]4[CH2:20][CH2:19]4)=[C:13]([C:15]([NH2:17])=[O:16])[N:14]=[C:7]3[C:6]=2[CH:21]=1.[CH3:22][C:23]1[O:27][N:26]=[C:25]([C@:28]([OH:32])([C:30]#[CH:31])[CH3:29])[CH:24]=1>>[CH:18]1([C:12]2[N:8]3[CH2:9][CH2:10][O:11][C:5]4[CH:4]=[CH:3][C:2]([C:31]#[C:30][C@@:28]([OH:32])([C:25]5[CH:24]=[C:23]([CH3:22])[O:27][N:26]=5)[CH3:29])=[CH:21][C:6]=4[C:7]3=[N:14][C:13]=2[C:15]([NH2:17])=[O:16])[CH2:20][CH2:19]1. Procedure: Similar to as described in General Procedure G, 10-bromo-3-cyclopropyl-5,6-dihydrobenzo[f]imidazo[1,2-d][1,4]oxazepine-2-carboxamide was reacted with (R)-2-(5-methylisoxazol-3-yl)but-3-yn-2-ol to give the titled compound. MS+419.2. 1H NMR (400 MHz, DMSO) δ 8.52 (d, J=2.2 Hz, 1H), 7.42 (br s, 1H), 7.31 (dd, J=8.5, 2.2 Hz, 1H), 7.02 (d, J=8.5 Hz, 1H), 6.95 (br s, 1H), 6.45 (s, 1H), 6.35 (s, 1H), 4.50 (m, 4H), 2.40 (s, 3H), 1.80 (s, 3H), 1.76 (m, 1H), 0.98 (m, 2H), 0.84 (m, 2H). Reactants: C1CCOC1, CCC1(CCCCCC(C)(C(=O)[O-])C(=O)OC(C)(C)C)OCCO1, [Li+], [OH-], O. Product: CCC1(CCCCCC(C(=O)O)C(=O)OC(C)(C)C)OCCO1. RXN SMILES: [CH2:27]1[O:28][CH2:29][CH2:30][CH2:31]1.[CH3:1][C:2]([C:3](=[O:4])[O:5][C:6]([CH3:7])([CH3:8])[CH3:9])([C:10](=[O:11])[O-:12])[CH2:13][CH2:14][CH2:15][CH2:16][CH2:17][C:18]1([CH2:23][CH3:24])[O:19][CH2:20][CH2:21][O:22]1.[Li+:26].[OH-:25].[OH2:32]>>[CH:2]([C:3](=[O:4])[O:5][C:6]([CH3:7])([CH3:8])[CH3:9])([C:10](=[O:11])[OH:12])[CH2:13][CH2:14][CH2:15][CH2:16][CH2:17][C:18]1([CH2:23][CH3:24])[O:19][CH2:20][CH2:21][O:22]1. The reactants are NC1(CCN(CC1)C1=CC=NC=C1)CN1C(CN(CC1)S(=O)(=O)C1=CC2=CC=C(C=C2C=C1)Cl)=O (1-[4-amino-1-(4-pyridyl)-4-piperidylmethyl]-4-(6-chloronaphthalene-2-sulfonyl)-2-piperazinone), C(OC1=C(C=C(C=C1)[N+](=O)[O-])CCOC)([O-])=O (2-methoxyethyl-4-nitrophenyl carbonate), C(C)N(C(C)C)C(C)C (N-ethyldiisopropylamine), CN(C)C=O (DMF). Product: ClC=1C=C2C=CC(=CC2=CC1)S(=O)(=O)N1CC(N(CC1)CC1(CCN(CC1)C1=CC=NC=C1)NC(=O)OCCOC)=O (4-(6-Chloronaphthalene-2-sulphonyl)-1-[4-(2-methoxyethoxycarbonylamino)-1-(4-pyridyl)-4-piperidylmethyl]-2-piperazinone). RXN SMILES: [NH2:1][C:2]1([CH2:14][N:15]2[CH2:20][CH2:19][N:18]([S:21]([C:24]3[CH:33]=[CH:32][C:31]4[C:26](=[CH:27][CH:28]=[C:29]([Cl:34])[CH:30]=4)[CH:25]=3)(=[O:23])=[O:22])[CH2:17][C:16]2=[O:35])[CH2:7][CH2:6][N:5]([C:8]2[CH:13]=[CH:12][N:11]=[CH:10][CH:9]=2)[CH2:4][CH2:3]1.[C:36](=[O:52])([O-])[O:37][C:38]1[CH:43]=CC([N+]([O-])=O)=CC=1CCOC.C(N(C(C)C)C(C)C)C.CN([CH:65]=[O:66])C>>[Cl:34][C:29]1[CH:30]=[C:31]2[C:26](=[CH:27][CH:28]=1)[CH:25]=[C:24]([S:21]([N:18]1[CH2:19][CH2:20][N:15]([CH2:14][C:2]3([NH:1][C:36]([O:37][CH2:38][CH2:43][O:66][CH3:65])=[O:52])[CH2:7][CH2:6][N:5]([C:8]4[CH:9]=[CH:10][N:11]=[CH:12][CH:13]=4)[CH2:4][CH2:3]3)[C:16](=[O:35])[CH2:17]1)(=[O:22])=[O:23])[CH:33]=[CH:32]2. Procedure: A solution of 1-[4-amino-1-(4-pyridyl)-4-piperidylmethyl]-4-(6-chloronaphthalene-2-sulfonyl)-2-piperazinone (206 mg), 2-methoxyethyl-4-nitrophenyl carbonate (386 mg) and N-ethyldiisopropylamine (0.278 ml) in DMF (5 ml) was stirred at 60° C. overnight. The reaction mixture was concentrated under reduced pressure, ethyl acetate was added, the mixture was washed successively with a 10% aqueous sodium carbonate solution, an aqueous saturated sodium bicarbonate solution and an aqueous saturated sodiu... The reactants are C1CNCCN1, CCCCO, FC(F)(F)c1cccnc1Cl. The product is FC(F)(F)c1cccnc1N1CCNCC1. As a reaction SMILES: [CH2:12]1[CH2:13][NH:14][CH2:15][CH2:16][NH:17]1.[CH2:18]([OH:19])[CH2:20][CH2:21][CH3:22].[Cl:1][c:2]1[n:3][cH:4][cH:5][cH:6][c:7]1[C:8]([F:9])([F:10])[F:11]>>[c:2]1([N:14]2[CH2:13][CH2:12][NH:17][CH2:16][CH2:15]2)[n:3][cH:4][cH:5][cH:6][c:7]1[C:8]([F:9])([F:10])[F:11]. Starting materials: FC1=CC=C(CBr)C=C1 (4-Fluorobenzyl bromide), C([O-])([O-])=O.[K+].[K+] (potassium carbonate), CN(C1CN(CC1)C1=CC=C(C=C1)C1=NOC(=N1)CO)C ({3-[4-(3-dimethylaminopyrrolidin-1-yl)phenyl][1,2,4]oxadiazol-5-yl}methanol). The solvent is CN(C)C=O (DMF). Reaction conditions: temperature 60 celsius, time 3 hour. Yields the product FC1=CC=C(COCC2=NC(=NO2)C2=CC=C(C=C2)N2CC(CC2)N(C)C)C=C1 ((1-{4-[5-(4-Fluorobenzyloxymethyl)[1,2,4]oxadiazol-3-yl]phenyl}pyrrolidin-3-yl)dimethylamine). As a reaction SMILES: [F:1][C:2]1[CH:9]=[CH:8][C:5]([CH2:6]Br)=[CH:4][CH:3]=1.C(=O)([O-])[O-].[K+].[K+].[CH3:16][N:17]([CH3:36])[CH:18]1[CH2:22][CH2:21][N:20]([C:23]2[CH:28]=[CH:27][C:26]([C:29]3[N:33]=[C:32]([CH2:34][OH:35])[O:31][N:30]=3)=[CH:25][CH:24]=2)[CH2:19]1>CN(C=O)C>[F:1][C:2]1[CH:9]=[CH:8][C:5]([CH2:6][O:35][CH2:34][C:32]2[O:31][N:30]=[C:29]([C:26]3[CH:25]=[CH:24][C:23]([N:20]4[CH2:21][CH2:22][CH:18]([N:17]([CH3:36])[CH3:16])[CH2:19]4)=[CH:28][CH:27]=3)[N:33]=2)=[CH:4][CH:3]=1 |f:1.2.3|. Reported procedure: 4-Fluorobenzyl bromide (18.9 mg) and potassium carbonate (27.6 mg) were added to a mixture of {3-[4-(3-dimethylaminopyrrolidin-1-yl)phenyl][1,2,4]oxadiazol-5-yl}methanol (28.8 mg) and DMF (0.3 ml). The reaction mixture was stirred at 60° C. for 3 h, filtered and purified by preparative HPLC. The product with the molecular weight of 396.20 (C22H25FN4O2) was obtained in this way; MS (ESI): 397.27 (M+H+).